Dataset: the Open Reaction Database (ORD), a public repository of structured organic reaction records. Task: describe an organic reaction: reactants, conditions, products, and yield Reactants: O=C([O-])[O-], CO, [Cs+], [Cs+], Oc1ccc(-c2nnc(Nc3cccc(C(F)(F)F)c3)[nH]2)cc1, Nc1cc(Cl)ncn1, C1COCCO1. The product is Nc1cc(Oc2ccc(-c3nnc(Nc4cccc(C(F)(F)F)c4)[nH]3)cc2)ncn1. RXN SMILES: [C:24](=[O:25])([O-:26])[O-:27].[CH3:38][OH:39].[Cs+:28].[Cs+:29].[F:1][C:2]([c:3]1[cH:4][c:5]([NH:9][c:10]2[nH:11][c:12](-[c:15]3[cH:16][cH:17][c:18]([OH:21])[cH:19][cH:20]3)[n:13][n:14]2)[cH:6][cH:7][cH:8]1)([F:22])[F:23].[NH2:30][c:31]1[n:32][cH:33][n:34][c:35]([Cl:37])[cH:36]1.[O:40]1[CH2:41][CH2:42][O:43][CH2:44][CH2:45]1>>[F:1][C:2]([c:3]1[cH:4][c:5]([NH:9][c:10]2[nH:11][c:12](-[c:15]3[cH:16][cH:17][c:18]([O:21][c:35]4[n:34][cH:33][n:32][c:31]([NH2:30])[cH:36]4)[cH:19][cH:20]3)[n:13][n:14]2)[cH:6][cH:7][cH:8]1)([F:22])[F:23]. Reactants: C1(=CC=CC=C1)CC(C)O (1-phenyl-2-propanol), CC(=O)OI1(C=2C=CC=CC2C(=O)O1)(OC(=O)C)OC(=O)C (Dess-Martin periodinane), C(=O)(O)[O-].[Na+] (NaHCO3). The solvent is C(Cl)Cl (CH2Cl2). Run at temperature 0 celsius, time 1 hour. Yields the product C1(=CC=CC=C1)CC(C)=O (1-Phenylpropane-2-one). RXN SMILES: [C:1]1([CH2:7][CH:8]([OH:10])[CH3:9])[CH:6]=[CH:5][CH:4]=[CH:3][CH:2]=1.CC(OI1(OC(C)=O)(OC(C)=O)OC(=O)C2C=CC=CC1=2)=O.C([O-])(O)=O.[Na+]>C(Cl)Cl>[C:1]1([CH2:7][C:8](=[O:10])[CH3:9])[CH:6]=[CH:5][CH:4]=[CH:3][CH:2]=1 |f:2.3|. Procedure details: To a stirred solution of 1-phenyl-2-propanol (2.18 g, 16.0 mmol) in CH2Cl2 (100 mL) is added Dess-Martin periodinane (50 mL, 15 wt % solution in methylene chloride) at 0° C. After stirring at 0° C. for 1 h, the mixture is warmed to RT and stirred for 1.5 h. To the reaction mixture is added saturated NaHCO3 (200 mL) and stirred at RT for 20 min. The mixture is filtered through Celite and the organic phase is washed with water and brine then dried over MgSO4. The solvent is removed under reduced p... Starting materials: C1CCOC1, COC(=O)c1ccccc1NC(=O)CCCCC(=O)Nc1scc(C(C)C)c1C(=O)OC(C)(C)C, Cl, [Na+], [OH-]. Yields the product CC(C)c1csc(NC(=O)CCCCC(=O)Nc2ccccc2C(=O)O)c1C(=O)OC(C)(C)C. As a reaction SMILES: [CH2:39]1[O:40][CH2:41][CH2:42][CH2:43]1.[CH:1]([CH3:2])([CH3:3])[c:4]1[c:5]([C:29](=[O:30])[O:31][C:32]([CH3:33])([CH3:34])[CH3:35])[c:6]([NH:9][C:10]([CH2:11][CH2:12][CH2:13][CH2:14][C:15](=[O:16])[NH:17][c:18]2[c:19]([C:24](=[O:25])[O:26][CH3:27])[cH:20][cH:21][cH:22][cH:23]2)=[O:28])[s:7][cH:8]1.[ClH:38].[Na+:37].[OH-:36]>>[CH:1]([CH3:2])([CH3:3])[c:4]1[c:5]([C:29](=[O:30])[O:31][C:32]([CH3:33])([CH3:34])[CH3:35])[c:6]([NH:9][C:10]([CH2:11][CH2:12][CH2:13][CH2:14][C:15](=[O:16])[NH:17][c:18]2[c:19]([C:24](=[O:25])[OH:26])[cH:20][cH:21][cH:22][cH:23]2)=[O:28])[s:7][cH:8]1. Yields the product C(C)(C)(C)OC(NCCCCNCC1=NC2=C(N1C)C=CC=C2)=O ({4-[(1-methyl-1H-benzoimidazol-2-ylmethyl)-amino]-butyl}-carbamic acid tert-butyl ester). The reactants are CN1C(=NC2=C1C=CC=C2)C=O (1-methyl-1H-benzoimidazole-2-carbaldehyde), C(C)(C)(C)OC(NCCCCN)=O ((4-amino-butyl)-carbamic acid tert-butyl ester), [BH-](OC(=O)C)(OC(=O)C)OC(=O)C.[Na+] (NaBH(OAc)3). Procedure: Using General Procedure B, reaction of 1-methyl-1H-benzoimidazole-2-carbaldehyde and (4-amino-butyl)-carbamic acid tert-butyl ester in CH2Cl2 with NaBH(OAc)3 gave {4-[(1-methyl-1H-benzoimidazol-2-ylmethyl)-amino]-butyl}-carbamic acid tert-butyl ester as a sticky white foam. 1H NMR (CDCl3) δ 1.43 (s, 9H), 1.54-1.64 (m, 4H), 1.80-1.82 (m, 2H), 2.67-2.75 (m, 2H), 3.12-3.13 (m, 2H), 3.82 (s, 3H), 4.06 (s, 2H), 7.23-7.30 (m, 2H), 7.31-7.38 (m, 1H), 7.70-7.76 (m, 1H). The solvent is C(Cl)Cl (CH2Cl2). Reaction SMILES: [CH3:1][N:2]1[C:6]2[CH:7]=[CH:8][CH:9]=[CH:10][C:5]=2[N:4]=[C:3]1[CH:11]=O.[C:13]([O:17][C:18](=[O:25])[NH:19][CH2:20][CH2:21][CH2:22][CH2:23][NH2:24])([CH3:16])([CH3:15])[CH3:14].[BH-](OC(C)=O)(OC(C)=O)OC(C)=O.[Na+]>C(Cl)Cl>[C:13]([O:17][C:18](=[O:25])[NH:19][CH2:20][CH2:21][CH2:22][CH2:23][NH:24][CH2:11][C:3]1[N:2]([CH3:1])[C:6]2[CH:7]=[CH:8][CH:9]=[CH:10][C:5]=2[N:4]=1)([CH3:16])([CH3:14])[CH3:15] |f:2.3|. Reactants: ClC1=NC(=NC=C1C(F)(F)F)NC1=CC=C(CCP(OCC)=O)C=C1 (ethyl (4-{[4-chloro-5-(trifluoromethyl)pyrimidin-2-yl]amino}benzyl)methylphosphinate), NC=1C=CC(=C2CN(C(C12)=O)C)Br (7-amino-4-bromo-2-methyl-2,3-dihydro-1H-isoindol-1-one), C(=O)(C(F)(F)F)O (TFA). Yields the product BrC=1C=CC(=C2C(N(CC12)C)=O)NC1=NC(=NC=C1C(F)(F)F)NC1=CC=C(CCP(OCC)=O)C=C1 (Ethyl [4-({4-[(7-bromo-2-methyl-3-oxo-2,3-dihydro-1H-isoindol-4-yl)amino]-5-(trifluoromethyl)pyrimidin-2-yl}amino)benzyl]methylphosphinate). The yield is 96.6%. Reaction SMILES: Cl[C:2]1[C:7]([C:8]([F:11])([F:10])[F:9])=[CH:6][N:5]=[C:4]([NH:12][C:13]2[CH:25]=[CH:24][C:16]([CH2:17][CH2:18][PH:19](=[O:23])[O:20][CH2:21][CH3:22])=[CH:15][CH:14]=2)[N:3]=1.[NH2:26][C:27]1[CH:28]=[CH:29][C:30]([Br:38])=[C:31]2[C:35]=1[C:34](=[O:36])[N:33]([CH3:37])[CH2:32]2.C(O)(C(F)(F)F)=O>>[Br:38][C:30]1[CH:29]=[CH:28][C:27]([NH:26][C:2]2[C:7]([C:8]([F:11])([F:10])[F:9])=[CH:6][N:5]=[C:4]([NH:12][C:13]3[CH:25]=[CH:24][C:16]([CH2:17][CH2:18][PH:19](=[O:23])[O:20][CH2:21][CH3:22])=[CH:15][CH:14]=3)[N:3]=2)=[C:35]2[C:31]=1[CH2:32][N:33]([CH3:37])[C:34]2=[O:36]. Procedure details: A solution of ethyl (4-{[4-chloro-5-(trifluoromethyl)pyrimidin-2-yl]amino}benzyl)methylphosphinate (230 mg, 584 mmol) and 7-amino-4-bromo-2-methyl-2,3-dihydro-1H-isoindol-1-one (169 mg, 701 mmol) in TFE (2.0 mL) was charged with TFA (200 mg, 1.75 mmol) and the reaction mixture irradiated in a microwave reactor at 105° C. for 1 hour. The resulting mixture was concentrated under reduced pressure and the residue purified using an Isco Combiflash system eluting with 0→5% MeOH in DCM as eluent to aff... Starting materials: Br.Br.N1C(=NC=C1)C(=O)C1CCNCC1 ((1 H-imidazol-2-yl)(4-piperidinyl)methanone dihydrobromide), C(C1=CC=CC=C1)=O (benzaldehyde), C(C)(=O)[O-].[K+] (potassium acetate), solution, S1C=CC=C1 (thiophene), [H][H] (hydrogen). The reagents and catalysts are [Pd] (palladium-on-charcoal). Solvent: CO (methanol), CO (methanol). Product: N1C(=NC=C1)C(=O)C1CCN(CC1)CC1=CC=CC=C1 ((1H-imidazol-2-yl)-[1-(phenylmethyl)-4-piperidinyl]methanone). Isolated yield 83.0%. RXN SMILES: Br.Br.[NH:3]1[CH:7]=[CH:6][N:5]=[C:4]1[C:8]([CH:10]1[CH2:15][CH2:14][NH:13][CH2:12][CH2:11]1)=[O:9].[CH:16](=O)[C:17]1[CH:22]=[CH:21][CH:20]=[CH:19][CH:18]=1.C([O-])(=O)C.[K+].S1C=CC=C1.[H][H]>CO.[Pd]>[NH:3]1[CH:7]=[CH:6][N:5]=[C:4]1[C:8]([CH:10]1[CH2:15][CH2:14][N:13]([CH2:16][C:17]2[CH:22]=[CH:21][CH:20]=[CH:19][CH:18]=2)[CH2:12][CH2:11]1)=[O:9] |f:0.1.2,4.5|. Procedure details: A mixture of 34 g of (1 H-imidazol-2-yl)(4-piperidinyl)methanone dihydrobromide, 20 g of benzaldehyde and 15 g of potassium acetate in 500 ml of methanol and 1 ml of a solution of thiophene in methanol (4%) was hydrogenated at normal pressure and at 50° C. in the presence of 3 g of palladium-on-charcoal catalyst 10%. After the calculated amount of hydrogen was taken up, the catalyst was filtered off and the flitrate was evaporated. The residue was partitioned between dichloromethane and NH4Cl (a...